This data is from the Open Reaction Database (ORD), a public repository of structured organic reaction records. The task is: describe an organic reaction: reactants, conditions, products, and yield The reactants are CC1=[N+](C=CC(=C1)OC)[O-] (2-methyl-4-methoxypyridine-1-oxide), ClC1=CC=CC(=N1)COC(C)=O (6-Chloro-2-acetoxymethylpyridine). Yields the product C(C)(=O)OCC1=NC=CC(=C1)OC (2-acetoxymethyl-4-methoxypyridine). RXN SMILES: [CH3:1][C:2]1[CH:7]=[C:6]([O:8][CH3:9])[CH:5]=[CH:4][N+:3]=1[O-].ClC1N=C(C[O:19][C:20](=[O:22])[CH3:21])C=CC=1>>[C:20]([O:22][CH2:1][C:2]1[CH:7]=[C:6]([O:8][CH3:9])[CH:5]=[CH:4][N:3]=1)(=[O:19])[CH3:21]. Procedure: Starting with 2-methyl-4-methoxypyridine-1-oxide (2.1 g) in the procedure of Part (ii) afforded 2.5 g of 2-acetoxymethyl-4-methoxypyridine which was contaminated with about 25% of 5-acetoxy-2-methyl-4-methoxypyridine. This mixture was dissolved in methanol (10 ml) containing 1.118 g (20.7 mmole) sodium methoxide and stirred at reflux for one hour. The methanol was evaporated in vacuo, the residue diluted with water, neutralized with dilute hydrochloric acid, and extracted with chloroform. The or... Starting materials: C1CCOC1, COc1cc(-c2cccc(Cl)c2)c2cc(C(O)(c3ccc(Cl)cc3)c3nnc(S)n3C)ccc2n1, O=N[O-], [Na+], O, O=[N+]([O-])O. Product: COc1cc(-c2cccc(Cl)c2)c2cc(C(O)(c3ccc(Cl)cc3)c3nncn3C)ccc2n1. As a reaction SMILES: [CH2:45]1[O:46][CH2:47][CH2:48][CH2:49]1.[Cl:9][c:10]1[cH:11][c:12](-[c:16]2[cH:17][c:18]([O:42][CH3:43])[n:19][c:20]3[cH:21][cH:22][c:23]([C:26]([OH:27])([c:28]4[n:29][n:30][c:31]([SH:34])[n:32]4[CH3:33])[c:35]4[cH:36][cH:37][c:38]([Cl:41])[cH:39][cH:40]4)[cH:24][c:25]23)[cH:13][cH:14][cH:15]1.[N:1]([O-:2])=[O:3].[Na+:4].[OH2:44].[OH:5][N+:6](=[O:7])[O-:8]>>[Cl:9][c:10]1[cH:11][c:12](-[c:16]2[cH:17][c:18]([O:42][CH3:43])[n:19][c:20]3[cH:21][cH:22][c:23]([C:26]([OH:27])([c:28]4[n:29][n:30][cH:31][n:32]4[CH3:33])[c:35]4[cH:36][cH:37][c:38]([Cl:41])[cH:39][cH:40]4)[cH:24][c:25]23)[cH:13][cH:14][cH:15]1. The reactants are c1(ccccc1)CN, [Na+].[BH3-], C1CN(C[C@@H](C1=O)O)S(=O)(=O)C. The reagents and catalysts are c1ccc(cc1)-c2c3ccccc3cc4ccccc24 (9-Phenylanthracene), CC(C)[O-].CC(C)[O-].CC(C)[O-].CC(C)[O-].[Ti+4] (Ti(OiPr)4). Conditions: temperature 25 celsius, time 18 hour. Product: CS(=O)(=O)N1CC[C@@H](N)[C@@H](O)C1. Reaction SMILES: [CH3:1][S:2]([N:5]1[CH2:11][C@H:9]([OH:10])[C:8](=O)[CH2:7][CH2:6]1)(=[O:4])=[O:3].[NH2:12]Cc1ccccc1.[BH4-].[Na+]>>[CH3:1][S:2]([N:5]1[CH2:11][C@H:9]([OH:10])[C@H:8]([NH2:12])[CH2:7][CH2:6]1)(=[O:4])=[O:3]. The reactants are O=C(n1ccnc1)n1ccnc1, CCOC(C)=O, Cc1cccc2c1N(CC(=O)N1CC3CCC(CC3)C1)C(=O)C(N)N=C2c1ccccc1F, C1CCOC1, O. Yields the product Cc1cccc2c1N(CC(=O)N1CC3CCC(CC3)C1)C(=O)C(NC(=O)n1ccnc1)N=C2c1ccccc1F. As a reaction SMILES: [C:34](=[O:35])([n:36]1[cH:37][n:38][cH:39][cH:40]1)[n:41]1[cH:42][cH:43][n:44][cH:45]1.[CH3:46][CH2:47][O:48][C:49](=[O:50])[CH3:51].[NH2:1][CH:2]1[C:3](=[O:33])[N:4]([CH2:21][C:22](=[O:23])[N:24]2[CH2:25][CH:26]3[CH2:27][CH2:28][CH:29]([CH2:30]2)[CH2:31][CH2:32]3)[c:5]2[c:6]([cH:16][cH:17][cH:18][c:19]2[CH3:20])[C:7]([c:9]2[c:10]([F:15])[cH:11][cH:12][cH:13][cH:14]2)=[N:8]1.[O:53]1[CH2:54][CH2:55][CH2:56][CH2:57]1.[OH2:52]>>[NH:1]([CH:2]1[C:3](=[O:33])[N:4]([CH2:21][C:22](=[O:23])[N:24]2[CH2:25][CH:26]3[CH2:27][CH2:28][CH:29]([CH2:30]2)[CH2:31][CH2:32]3)[c:5]2[c:6]([cH:16][cH:17][cH:18][c:19]2[CH3:20])[C:7]([c:9]2[c:10]([F:15])[cH:11][cH:12][cH:13][cH:14]2)=[N:8]1)[C:34](=[O:35])[n:36]1[cH:37][n:38][cH:39][cH:40]1.